This data is from the Open Reaction Database (ORD), a public repository of structured organic reaction records. The task is: describe an organic reaction: reactants, conditions, products, and yield Starting materials: [Al+3], O=C1c2cc(-c3ccccc3)c3c(c2C(=O)N1Cc1ccccc1)c1ccccc1n3Cc1ccccc1, [Cl-], [Cl-], [Cl-], c1ccccc1. Product: O=C1c2cc(-c3ccccc3)c3[nH]c4ccccc4c3c2C(=O)N1Cc1ccccc1. RXN SMILES: [Al+3:40].[CH2:1]([c:2]1[cH:3][cH:4][cH:5][cH:6][cH:7]1)[N:8]1[C:9](=[O:10])[c:11]2[cH:12][c:13](-[c:33]3[cH:34][cH:35][cH:36][cH:37][cH:38]3)[c:14]3[n:15]([CH2:26][c:27]4[cH:28][cH:29][cH:30][cH:31][cH:32]4)[c:16]4[cH:17][cH:18][cH:19][cH:20][c:21]4[c:22]3[c:23]2[C:24]1=[O:25].[Cl-:39].[Cl-:41].[Cl-:42].[cH:43]1[cH:44][cH:45][cH:46][cH:47][cH:48]1>>[CH2:1]([c:2]1[cH:3][cH:4][cH:5][cH:6][cH:7]1)[N:8]1[C:9](=[O:10])[c:11]2[cH:12][c:13](-[c:33]3[cH:34][cH:35][cH:36][cH:37][cH:38]3)[c:14]3[nH:15][c:16]4[cH:17][cH:18][cH:19][cH:20][c:21]4[c:22]3[c:23]2[C:24]1=[O:25]. Reactants: COc1ccc(-c2cc3cc(C(F)(F)F)ccc3o2)cc1, Cl, O, c1ccncc1. The product is Oc1ccc(-c2cc3cc(C(F)(F)F)ccc3o2)cc1. Reaction SMILES: [CH3:1][O:2][c:3]1[cH:4][cH:5][c:6](-[c:9]2[o:10][c:11]3[c:12]([cH:13]2)[cH:14][c:15]([C:18]([F:19])([F:20])[F:21])[cH:16][cH:17]3)[cH:7][cH:8]1.[ClH:28].[OH2:29].[cH:22]1[cH:23][cH:24][n:25][cH:26][cH:27]1>>[OH:2][c:3]1[cH:4][cH:5][c:6](-[c:9]2[o:10][c:11]3[c:12]([cH:13]2)[cH:14][c:15]([C:18]([F:19])([F:20])[F:21])[cH:16][cH:17]3)[cH:7][cH:8]1. Reaction SMILES: [NH2:1][c:2]1[n:3][c:4](-[c:19]2[o:20][cH:21][cH:22][cH:23]2)[c:5]([N+:16](=[O:17])[O-:18])[c:6]([O:8][S:9]([C:10]([F:11])([F:12])[F:13])(=[O:14])=[O:15])[n:7]1.[NH2:24][CH2:25][c:26]1[cH:27][cH:28][cH:29][cH:30][cH:31]1.[O:32]1[CH2:33][CH2:34][O:35][CH2:36][CH2:37]1>>[NH2:1][c:2]1[n:3][c:4](-[c:19]2[o:20][cH:21][cH:22][cH:23]2)[c:5]([N+:16](=[O:17])[O-:18])[c:6]([NH:24][CH2:25][c:26]2[cH:27][cH:28][cH:29][cH:30][cH:31]2)[n:7]1. Yields the product Nc1nc(NCc2ccccc2)c([N+](=O)[O-])c(-c2ccco2)n1. Reactants: Nc1nc(OS(=O)(=O)C(F)(F)F)c([N+](=O)[O-])c(-c2ccco2)n1, NCc1ccccc1, C1COCCO1. Starting materials: solution, CC(C)C[AlH]CC(C)C (DIBAL-H), C1(=CC=CC=C1)C (toluene), C(C)OC(C=C(C)C1=CC=C(C=C1)C1=CC=CC=C1)=O (3-biphenyl-4-yl-but-2-enoic acid ethyl ester), [C@@H]([C@H](C(=O)[O-])O)(C(=O)[O-])O.[Na+].[K+] (Rochelle's salt). Run in C1CCOC1 (THF), CO (Methanol). Conditions: time 30 minute. The product is C1(=CC=C(C=C1)/C(=C/CO)/C)C1=CC=CC=C1 ((E)-3-biphenyl-4-yl-but-2-en-1-ol). RXN SMILES: CC(C[AlH]CC(C)C)C.C1(C)C=CC=CC=1.C([O:19][C:20](=O)[CH:21]=[C:22]([C:24]1[CH:29]=[CH:28][C:27]([C:30]2[CH:35]=[CH:34][CH:33]=[CH:32][CH:31]=2)=[CH:26][CH:25]=1)[CH3:23])C.[C@H](O)(C([O-])=O)[C@@H](O)C([O-])=O.[Na+].[K+]>C1COCC1.CO>[C:27]1([C:30]2[CH:31]=[CH:32][CH:33]=[CH:34][CH:35]=2)[CH:26]=[CH:25][C:24](/[C:22](/[CH3:23])=[CH:21]/[CH2:20][OH:19])=[CH:29][CH:28]=1 |f:3.4.5|. Procedure details: A 1M solution of DIBAL-H in toluene (40 ml, 40 mmol) was added dropwise at −70° C. over 20 min. to a stirred solution of 3-biphenyl-4-yl-but-2-enoic acid ethyl ester (2.66 g, 10.0 mmol) in dry THF (100 ml) and the mixture stirred for 30 min. Methanol (2 ml) was added, followed by saturated aqueous Rochelle's salt (100 ml), and the resulting mixture extracted with ethyl acetate (200 ml), separated and the organic phase washed with brine, dried (Na2SO4), evaporated and dried in vacuo yielding (E)-...